From a dataset of the Open Reaction Database (ORD), a public repository of structured organic reaction records. describe an organic reaction: reactants, conditions, products, and yield The reactants are Cl.N1CCC(CC1)=C1C(C(OC2=NC=C(C=C2)C(F)(F)F)=CC=C1)C (2-(3-piperidin-4-ylidene-methyl-phenoxy)-5-trifluoromethyl-pyridine hydrochloride), ClC1=CN=CC(=N1)NC(OC1=CC=CC=C1)=O (Phenyl 6-chloropyrazin-2-ylcarbamate), C(C)(C)N(CC)C(C)C (diisopropylethylamine), CS(=O)C (DMSO). Run at temperature 60 celsius, time 3 hour. Yields the product ClC1=CN=CC(=N1)NC(=O)N1CCC(CC1)=CC1=CC(=CC=C1)OC1=NC=C(C=C1)C(F)(F)F (N-(6-chloropyrazin-2-yl)-4-(3-{[5-(trifluoromethyl)pyridin-2-yl]oxy}benzylidene)piperidine-1-carboxamide). The yield is 36.0%. Reaction SMILES: Cl.N1C[CH2:6][C:5](=[C:8]2[CH:24]=[CH:23][CH:22]=[C:10]([O:11][C:12]3[CH:17]=[CH:16][C:15]([C:18]([F:21])([F:20])[F:19])=[CH:14][N:13]=3)[CH:9]2C)CC1.[Cl:26][C:27]1[N:32]=[C:31]([NH:33]C(=O)OC2C=CC=CC=2)[CH:30]=[N:29][CH:28]=1.[CH:43]([N:46]([CH:49]([CH3:51])C)[CH2:47][CH3:48])(C)C.CS(C)=[O:54]>>[Cl:26][C:27]1[N:32]=[C:31]([NH:33][C:43]([N:46]2[CH2:47][CH2:48][C:6](=[CH:5][C:8]3[CH:24]=[CH:23][CH:22]=[C:10]([O:11][C:12]4[CH:17]=[CH:16][C:15]([C:18]([F:19])([F:20])[F:21])=[CH:14][N:13]=4)[CH:9]=3)[CH2:51][CH2:49]2)=[O:54])[CH:30]=[N:29][CH:28]=1 |f:0.1|. Reported procedure: A solution of 2-(3-piperidin-4-ylidene-methyl-phenoxy)-5-trifluoromethyl-pyridine hydrochloride (0.370 g, 1.00 mmol) (from Example 1, Step 5) and phenyl 6-chloropyrazin-2-ylcarbamate (0.262 g, 1.00 mmol, from Step 1) in DMSO (2.5 mL) was treated with diisopropylethylamine (0.170 g, 1.6 mmol) and heated to 60° C. After 3 h, the reaction mixture was partitioned between water and ethyl acetate. The organic layer was separated and the aqueous layer was extracted again with ethyl acetate. The combine...